From a dataset of the Open Reaction Database (ORD), a public repository of structured organic reaction records. describe an organic reaction: reactants, conditions, products, and yield Procedure details: Limonene (1.36 g, 10 mmol) was dissolved in toluene (25 ml), and a composition containing sodium percarbonate (10.5 g, 66.7 mmol) and phthalic anhydride (14.8 g, 100 mmol) was added thereto. The mixture was stirred at 60° C. After 12 hours, the reaction solution was washed with water to thereby completely remove phthalic acid, sodium phthalate, and disodium phthalate, which were generated as by-products, and the remaining H2O2. Toluene was distilled off from the organic phase by distillation, an... Isolated yield 99.0%. Product: CC12CCC(CC1O2)C3(CO3)C (limonene diepoxide). Reaction conditions: temperature 60 celsius, time 12 hour. Starting materials: C(=O)([O-])[O-].C(=O)([O-])[O-].OO.OO.OO.[Na+].[Na+].[Na+].[Na+] (sodium percarbonate), C1(C=2C(C(=O)O1)=CC=CC2)=O (phthalic anhydride), CC1=CC[C@@H](CC1)C(=C)C (Limonene), C1(=CC=CC=C1)C (toluene). RXN SMILES: CC1CC[C@@H](C(C)=C)CC=1.C([O-])([O-])=[O:12].C([O-])([O-])=O.OO.OO.OO.[Na+].[Na+].[Na+].[Na+].[C:29]1(=O)[O:34][C:32](=O)[C:31]2=CC=CC=C12.[C:40]1([CH3:46])[CH:45]=[CH:44][CH:43]=[CH:42][CH:41]=1>>[CH3:46][C:40]12[O:12][CH:45]1[CH2:44][CH:43]([C:32]1([CH3:31])[O:34][CH2:29]1)[CH2:42][CH2:41]2 |f:1.2.3.4.5.6.7.8.9|. Run in C1CCOC1 (THF). Reactants: C(C)(=O)C=1C=C(C=CC1)S(=O)(=O)F (3-acetylbenzenesulfonyl fluoride), N1CCOCC1 (morpholine). Reaction SMILES: [C:1]([C:4]1[CH:5]=[C:6]([S:10](F)(=[O:12])=[O:11])[CH:7]=[CH:8][CH:9]=1)(=[O:3])[CH3:2].[NH:14]1[CH2:19][CH2:18][O:17][CH2:16][CH2:15]1>C1COCC1>[C:1]([C:4]1[CH:5]=[C:6]([S:10]([N:14]2[CH2:19][CH2:18][O:17][CH2:16][CH2:15]2)(=[O:12])=[O:11])[CH:7]=[CH:8][CH:9]=1)(=[O:3])[CH3:2]. Procedure details: A solution of 20.02 g (0.1 mol) of 3-acetylbenzenesulfonyl fluoride and 29 ml of morpholine in 100 mL of THF is stirred at room temperature for 16 hours. The solvent is removed, the residue dissolved in CH2C2, and solution washed with H20 and 2N HCl. The organic layer is dried (MgSO4), the solvent removed, and the residue crystallized from CH2Cl2 -hexane to give 25.2 g (93%) of light yellow crystals, m.p. 144°-147° C. Product: C(C)(=O)C=1C=C(C=CC1)S(=O)(=O)N1CCOCC1 (4-[(3-Acetylphenyl)sulfonyl]morpholine). Reported procedure: Example 3 is repeated except that 2.53 g (10 mmol) of ethyl 2-chloro-4-(trifluoromethyl)benzoate are reacted with 0.77 g (11 mmol) of sodium thiomethoxide in 15 ml of DMF. 2.5 g of ethyl 2-methylmercapto-4-(trifluoromethyl)benzoate of high purity are obtained. It is therefore not necessary to purify by distillation. Run in CN(C)C=O (DMF). Yields the product CSC1=C(C(=O)OCC)C=CC(=C1)C(F)(F)F (ethyl 2-methylmercapto-4-(trifluoromethyl)benzoate). RXN SMILES: Cl[C:2]1[CH:12]=[C:11]([C:13]([F:16])([F:15])[F:14])[CH:10]=[CH:9][C:3]=1[C:4]([O:6][CH2:7][CH3:8])=[O:5].[CH3:17][S-:18].[Na+]>CN(C=O)C>[CH3:17][S:18][C:2]1[CH:12]=[C:11]([C:13]([F:16])([F:15])[F:14])[CH:10]=[CH:9][C:3]=1[C:4]([O:6][CH2:7][CH3:8])=[O:5] |f:1.2|. The reactants are ClC1=C(C(=O)OCC)C=CC(=C1)C(F)(F)F (ethyl 2-chloro-4-(trifluoromethyl)benzoate), C[S-].[Na+] (sodium thiomethoxide). Isolated yield 94.6%. Reactants: CC1=C(C=CC(=C1)C(=O)O)C1=C(C=CC=C1)C (2,2′-dimethyl-1,1′-biphenyl-4-carboxylic acid), NC(C1=C(C=C(C(=O)OC)C=C1)F)=NO (methyl 4-[amino(hydroxyimino)methyl]-3-fluorobenzoate). Product: CC1=C(C=CC(=C1)C1=NC(=NO1)C1=C(C=C(C(=O)OC)C=C1)F)C1=C(C=CC=C1)C (methyl 4-[5-(2,2′-dimethylbiphenyl-4-yl)-1,2,4-oxadiazol-3-yl]-3-fluorobenzoate). Reaction SMILES: [CH3:1][C:2]1[CH:7]=[C:6]([C:8]([OH:10])=O)[CH:5]=[CH:4][C:3]=1[C:11]1[CH:16]=[CH:15][CH:14]=[CH:13][C:12]=1[CH3:17].[NH2:18][C:19](=[N:31]O)[C:20]1[CH:29]=[CH:28][C:23]([C:24]([O:26][CH3:27])=[O:25])=[CH:22][C:21]=1[F:30]>>[CH3:1][C:2]1[CH:7]=[C:6]([C:8]2[O:10][N:31]=[C:19]([C:20]3[CH:29]=[CH:28][C:23]([C:24]([O:26][CH3:27])=[O:25])=[CH:22][C:21]=3[F:30])[N:18]=2)[CH:5]=[CH:4][C:3]=1[C:11]1[CH:16]=[CH:15][CH:14]=[CH:13][C:12]=1[CH3:17]. Procedure details: The title compound was prepared following procedure described for example 4, step 1, but starting from Intermediate 3 (113.1 mg; 0.50 mmol; 1 eq.) and Intermediate 2 (106.1 mg; 0.50 mmol; 1 eq.). The reaction mixture was filtered through a SPE NH2 column (2 g) and rinsed with ACN. The filtrate was passed through a SPE SCX column (2 g) and rinsed with ACN. After evaporation of the solvents, the crude product was purified by flash chromatography (c-hex/EtOAc: 9.5/0.5), affording the title compound... Reactants: C[Al](C)C (trimethylaluminium), NC1CCOCC1 (4-aminotetrahydropyran), C[Al](C)C (trimethylaluminium), C1(=CC=CC=C1)C (toluene), NC1CCOCC1 (4-aminotetrahydropyran), COC(C1=CN=C(C=C1)OCC=1C(=NOC1CO)C1=CC=C(C=C1)F)=O (6-[3-(4-Fluoro-phenyl)-5-hydroxymethyl-isoxazol-4-ylmethoxy]-nicotinic acid methyl ester). The solvent is O1CCOCC1 (dioxane), O1CCOCC1 (dioxane). Run at temperature 85 celsius, time 8 hour. Product: FC1=CC=C(C=C1)C1=NOC(=C1COC1=NC=C(C(=O)NC2CCOCC2)C=C1)CO (6-[3-(4-Fluoro-phenyl)-5-hydroxymethyl-isoxazol-4-ylmethoxy]-N-(tetrahydro-pyran-4-yl)-nicotinamide). Yield: 26.7%. RXN SMILES: C[Al](C)C.[NH2:5][CH:6]1[CH2:11][CH2:10][O:9][CH2:8][CH2:7]1.C[O:13][C:14](=O)[C:15]1[CH:20]=[CH:19][C:18]([O:21][CH2:22][C:23]2[C:24]([C:30]3[CH:35]=[CH:34][C:33]([F:36])=[CH:32][CH:31]=3)=[N:25][O:26][C:27]=2[CH2:28][OH:29])=[N:17][CH:16]=1.C1(C)C=CC=CC=1>O1CCOCC1>[F:36][C:33]1[CH:34]=[CH:35][C:30]([C:24]2[C:23]([CH2:22][O:21][C:18]3[CH:19]=[CH:20][C:15]([C:14]([NH:5][CH:6]4[CH2:11][CH2:10][O:9][CH2:8][CH2:7]4)=[O:13])=[CH:16][N:17]=3)=[C:27]([CH2:28][OH:29])[O:26][N:25]=2)=[CH:31][CH:32]=1. Procedure: A trimethylaluminium solution (2 M in toluene, 418 μL, 0.84 mmol) was added to a solution of 4-aminotetrahydropyran (87.2 mg, 0.84 mmol) in dioxane (3.75 mL). 6-[3-(4-Fluoro-phenyl)-5-hydroxymethyl-isoxazol-4-ylmethoxy]-nicotinic acid methyl ester (75.0 mg, 0.21 mmol) in dioxane (3.75 mL) was added after 1 h at 50° C. The reaction mixture was stirred at 85° C. overnight. Again trimethylaluminium solution in toluene (2 M in toluene, 418 μL, 0.84 mmol) and 4-aminotetrahydropyran (87.2 mg, 0.84 mmo... Starting materials: N1(CCOCC1)C(=O)OCCl (Chloromethyl morpholine-4-carboxylate), solution, [K] (potassium), C(C(=C)C)(=O)O (methacrylic acid), C1COCCOCCOCCOCCOCCO1 (18-crown-6). The solvent is CN(C)C=O (DMF). Conditions: time 15 minute. Product: N1(CCOCC1)C(=O)OCOC(C(=C)C)=O (methacryloyloxymethyl morpholine-4-carboxylate). RXN SMILES: [N:1]1([C:7]([O:9][CH2:10]Cl)=[O:8])[CH2:6][CH2:5][O:4][CH2:3][CH2:2]1.[K].[C:13]([OH:18])(=[O:17])[C:14]([CH3:16])=[CH2:15].C1OCCOCCOCCOCCOCCOC1>CN(C=O)C>[N:1]1([C:7]([O:9][CH2:10][O:18][C:13](=[O:17])[C:14]([CH3:16])=[CH2:15])=[O:8])[CH2:6][CH2:5][O:4][CH2:3][CH2:2]1 |^1:11|. Procedure details: Chloromethyl morpholine-4-carboxylate (1 equiv.) is added to a 0.1M solution of the potassium salt of methacrylic acid (1.1 equiv.) and 18-crown-6 (2/100 equiv.) in DMF at 0° C. After 15 min at 0° C. and a suitable time at elevated temperature the reaction mixture is filtered and concentrated to dryness under reduced pressure. The residue is purified by flash chromatography giving the wanted methacryloyloxymethyl morpholine-4-carboxylate. Starting materials: CC(C)([O-])C.[K+] (potassium tert-butoxide), C1(=CC=CC=C1)S (thiophenol), C1CCOC1 (THF). Solvent: CN(C=O)C (N,N-dimethylformamide). Yields the product C1(=CC=CC=C1)SCCC(C)(C)O (3-hydroxy-3-methylbutyl phenyl sulphide). RXN SMILES: [CH3:1][C:2]([CH3:5])([O-:4])[CH3:3].[K+].[C:7]1([SH:13])[CH:12]=[CH:11][CH:10]=[CH:9][CH:8]=1.[CH2:14]1COCC1>CN(C)C=O>[C:7]1([S:13][CH2:14][CH2:1][C:2]([OH:4])([CH3:5])[CH3:3])[CH:12]=[CH:11][CH:10]=[CH:9][CH:8]=1 |f:0.1|. Reported procedure: To a solution of 4-bromo-2-methyl-2-trimethylsilyloxybutane (9) (12 g) in methanol (55 ml) at room temperature was added ethanolic hydrogen chloride (ca. 1M, 0.2 ml). After 10 minutes the solution was concentrated in vacuo (at room temperature) to constant weight. The residue was taken up in chloroform and reconcentrated to constant weight to give 4-bromo-2-methyl-2-butanol (H, y=1, R1 =R2 =Me) as a chromatographically homogenous oil. The product was dissolved in THF (10 ml) and added to a premi... Reactants: 2-(1H-benzo[d][1,2,3]triazol-1-yl)-1,1,3,3-tetramethylisouronium tetrafluoroborate, FC=1C=C(C=C(C1)F)N(C(C)C=1C=C(C=C2C(C=C(OC12)N1CCOCC1)=O)C(=O)O)C (8-(1-((3,5-difluorophenyl)(methyl)amino)ethyl)-2-morpholino-4-oxo-4H-chromene-6-carboxylic acid), CN1CCOCC1 (4-methylmorpholine), N1CCC(CC1)O (piperidin-4-ol). The solvent is CN1CCCC1=O (NMP). Conditions: temperature 23 celsius, time 2 hour. Product: FC=1C=C(C=C(C1)F)N(C(C)C=1C=C(C=C2C(C=C(OC12)N1CCOCC1)=O)C(=O)N1CCC(CC1)O)C (8-(1-((3,5-difluorophenyl)(methyl)amino)ethyl)-6-(4-hydroxypiperidine-1-carbonyl)-2-morpholino-4H-chromen-4-one). Isolated yield 58.8%. As a reaction SMILES: [F:1][C:2]1[CH:3]=[C:4]([N:9]([CH3:32])[CH:10]([C:12]2[CH:13]=[C:14]([C:29](O)=[O:30])[CH:15]=[C:16]3[C:21]=2[O:20][C:19]([N:22]2[CH2:27][CH2:26][O:25][CH2:24][CH2:23]2)=[CH:18][C:17]3=[O:28])[CH3:11])[CH:5]=[C:6]([F:8])[CH:7]=1.CN1CCOCC1.[NH:40]1[CH2:45][CH2:44][CH:43]([OH:46])[CH2:42][CH2:41]1>CN1C(=O)CCC1>[F:1][C:2]1[CH:3]=[C:4]([N:9]([CH3:32])[CH:10]([C:12]2[CH:13]=[C:14]([C:29]([N:40]3[CH2:45][CH2:44][CH:43]([OH:46])[CH2:42][CH2:41]3)=[O:30])[CH:15]=[C:16]3[C:21]=2[O:20][C:19]([N:22]2[CH2:27][CH2:26][O:25][CH2:24][CH2:23]2)=[CH:18][C:17]3=[O:28])[CH3:11])[CH:5]=[C:6]([F:8])[CH:7]=1. Procedure details: 2-(1H-benzo[d][1,2,3]triazol-1-yl)-1,1,3,3-tetramethylisouronium tetrafluoroborate (113 mg, 0.35 mmol) was added to a stirred solution of 8-(1-((3,5-difluorophenyl)(methyl)amino)ethyl)-2-morpholino-4-oxo-4H-chromene-6-carboxylic acid (130 mg, 0.29 mmol), 4-methylmorpholine (0.080 mL, 0.73 mmol) and piperidin-4-ol (36 mg, 0.35 mmol) dissolved in NMP (1.2 mL). The resulting solution was stirred at 23° C. for 2 hrs. The reaction mixture was purified by preparative HPLC using a Waters SunFire system... Starting materials: OC(COC1=CC=C2C(CC(OC2=C1)=O)=N)COC1=CC=CC=C1 (3,4-dihydro-7-(2-hydroxy-3-phenoxypropoxy)-4-iminocoumarin), S(O)(O)(=O)=O (sulphuric acid). Run at time 4.5 hour. Product: OC1=CC(OC2=CC(=CC=C12)OCC(COC1=CC=CC=C1)O)=O (4-Hydroxy-7-(2-hydroxy-3-phenoxypropoxy) coumarin). The yield is 34.6%. RXN SMILES: [OH:1][CH:2]([CH2:17][O:18][C:19]1[CH:24]=[CH:23][CH:22]=[CH:21][CH:20]=1)[CH2:3][O:4][C:5]1[CH:14]=[C:13]2[C:8]([C:9](=N)[CH2:10][C:11](=[O:15])[O:12]2)=[CH:7][CH:6]=1.S(=O)(=O)(O)[OH:26]>>[OH:26][C:9]1[C:8]2[C:13](=[CH:14][C:5]([O:4][CH2:3][CH:2]([OH:1])[CH2:17][O:18][C:19]3[CH:24]=[CH:23][CH:22]=[CH:21][CH:20]=3)=[CH:6][CH:7]=2)[O:12][C:11](=[O:15])[CH:10]=1. Procedure details: A solution of 3,4-dihydro-7-(2-hydroxy-3-phenoxypropoxy)-4-iminocoumarin (6.5 g; 0.02 mole) in 50% w/v sulphuric acid (80 g) was stirred at 100° for 3-6 hours. The initial pale red solution precipitated a yellow solid which after cooling and dilution with water was separated by decantation. After several decantations with water the oily solid was taken up in hot ethanol, charcoaled, filtered and the filtrate gradually diluted with water. The precipitated oily solid crystallised overnight to give...